Dataset: the Open Reaction Database (ORD), a public repository of structured organic reaction records. Task: describe an organic reaction: reactants, conditions, products, and yield Reactants: CO, Cc1oc(-c2ccc(OCc3ccccc3)cc2)nc1Cn1c(C)cc2cc(C(O)(C(F)(F)F)C(F)(F)F)ccc21. Product: Cc1oc(-c2ccc(O)cc2)nc1Cn1c(C)cc2cc(C(O)(C(F)(F)F)C(F)(F)F)ccc21. RXN SMILES: [CH3:42][OH:43].[F:1][C:2]([C:3]([C:4]([F:5])([F:6])[F:7])([OH:8])[c:9]1[cH:10][c:11]2[cH:12][c:13]([CH3:39])[n:14]([CH2:18][c:19]3[n:20][c:21](-[c:25]4[cH:26][cH:27][c:28]([O:31][CH2:32][c:33]5[cH:34][cH:35][cH:36][cH:37][cH:38]5)[cH:29][cH:30]4)[o:22][c:23]3[CH3:24])[c:15]2[cH:16][cH:17]1)([F:40])[F:41]>>[F:1][C:2]([C:3]([C:4]([F:5])([F:6])[F:7])([OH:8])[c:9]1[cH:10][c:11]2[cH:12][c:13]([CH3:39])[n:14]([CH2:18][c:19]3[n:20][c:21](-[c:25]4[cH:26][cH:27][c:28]([OH:31])[cH:29][cH:30]4)[o:22][c:23]3[CH3:24])[c:15]2[cH:16][cH:17]1)([F:40])[F:41]. Reaction SMILES: [H-].[Na+].C1COCC1.[C:8]([CH:12]([C:29]([O:31][CH3:32])=[O:30])[C:13]1[CH:14]=[CH:15][N:16]2[C:21]([CH:22]=1)=[CH:20][CH:19]=[C:18]([C:23]([O:25][CH2:26][CH3:27])=[O:24])[C:17]2=[O:28])([O:10][CH3:11])=[O:9].Br[CH2:34][C:35]([O:37][CH2:38][CH3:39])=[O:36]>O>[C:8]([C:12]([C:13]1[CH:14]=[CH:15][N:16]2[C:21]([CH:22]=1)=[CH:20][CH:19]=[C:18]([C:23]([O:25][CH2:26][CH3:27])=[O:24])[C:17]2=[O:28])([C:29]([O:31][CH3:32])=[O:30])[CH2:34][C:35]([O:37][CH2:38][CH3:39])=[O:36])([O:10][CH3:11])=[O:9] |f:0.1|. Isolated yield 72.7%. Yields the product C(=O)(OC)C(CC(=O)OCC)(C(=O)OC)C=1C=CN2C(C(=CC=C2C1)C(=O)OCC)=O (Ethyl 8-[1,1-Dicarbomethoxy-2-carboethoxy-ethyl]-4-oxo-4H-quinolizine-3-carboxylate). Starting materials: BrCC(=O)OCC (ethyl bromoacetate), [H-].[Na+] (NaH), C1CCOC1 (THF), C(=O)(OC)C(C=1C=CN2C(C(=CC=C2C1)C(=O)OCC)=O)C(=O)OC (Ethyl 8-(dicarbomethoxymethyl)-4-oxo-4H-quinolizine-3-carboxylate). Run in O (water). Procedure details: An oven-dried 50 ml three-necked round-bottom flask equipped with a reflux condenser was charged with NaH (160 mg, 60% suspension in oil, 4 mmol, washed with hexane) and 10 ml THF. Ethyl 8-(dicarbomethoxymethyl)-4-oxo-4H-quinolizine-3-carboxylate (19) (700 mg, 2 mmol) was added in three portions and stirring was continued for 1 h, followed by addition of ethyl bromoacetate (0.5 ml, 5.3 mmol). The reaction mixture was refluxed overnight, cooled to room temperature and poured into 100 ml water. Th... Run at time 1 hour. Starting materials: O[C@H](C)[C@@H]1[C@@H]2N(C(=C([C@@H]2C)S[C@H]2C[C@H](N(C2)C)C(=O)N2CC(C2)N(C(C)=N)C(=O)OCC2=CC=C(C=C2)[N+](=O)[O-])C(=O)OCC2=CC=C(C=C2)[N+](=O)[O-])C1=O (4-nitrobenzyl (1R,5S,6S)-6-[(1R)-1-hydroxyethyl]-1-methyl-2-[(2S,4S)-1-methyl-2-{3-[N-(4-nitrobenzyloxycarbonyl)-N-acetimidoylamino]azetidin-1-ylcarbonyl}pyrrolidin-4-ylthio]-1-carbapen-2-em-3-carboxylate), [H][H] (hydrogen). Reagents/catalysts: [Pd] (palladium-on-carbon). Solvent: O1CCCC1 (tetrahydrofuran), O (water). The product is C(C)(=N)NC1CN(C1)C(=O)[C@H]1N(C[C@H](C1)SC=1[C@@H]([C@H]2N(C1C(=O)O)C([C@@H]2[C@@H](C)O)=O)C)C ((1R,5S,6S)-2-[(2S,4S)-2-(3-Acetimidoylaminoazetidin-1-ylcarbonyl)-1-methylpyrrolidin-4-ylthio]-6-[(1R)-1-hydroxyethyl]-1-methyl-1-carbapen-2-em-3-carboxylic acid). Isolated yield 61.4%. RXN SMILES: [OH:1][C@@H:2]([C@H:4]1[C:54](=[O:55])[N:6]2[C:7]([C:41]([O:43]CC3C=CC([N+]([O-])=O)=CC=3)=[O:42])=[C:8]([S:11][C@@H:12]3[CH2:16][N:15]([CH3:17])[C@H:14]([C:18]([N:20]4[CH2:23][CH:22]([N:24](C(OCC5C=CC([N+]([O-])=O)=CC=5)=O)[C:25](=[NH:27])[CH3:26])[CH2:21]4)=[O:19])[CH2:13]3)[C@H:9]([CH3:10])[C@H:5]12)[CH3:3].[H][H]>O1CCCC1.O.[Pd]>[C:25]([NH:24][CH:22]1[CH2:21][N:20]([C:18]([C@@H:14]2[CH2:13][C@H:12]([S:11][C:8]3[C@H:9]([CH3:10])[C@@H:5]4[C@@H:4]([C@H:2]([OH:1])[CH3:3])[C:54](=[O:55])[N:6]4[C:7]=3[C:41]([OH:43])=[O:42])[CH2:16][N:15]2[CH3:17])=[O:19])[CH2:23]1)(=[NH:27])[CH3:26]. Reported procedure: 453 mg of 4-nitrobenzyl (1R,5S,6S)-6-[(1R)-1-hydroxyethyl]-1-methyl-2-[(2S,4S)-1-methyl-2-{3-[N-(4-nitrobenzyloxycarbonyl)-N-acetimidoylamino]azetidin-1-ylcarbonyl}pyrrolidin-4-ylthio]-1-carbapen-2-em-3-carboxylate [prepared as described in step (1) above] were dissolved in 21 ml of a 2:1 by volume mixture of tetrahydrofuran and water, and 500 mg of a 10% w/w palladium-on-carbon catalyst were added to the resulting solution. The mixture was then hydrogenated at room temperature for 1.5 hours in ... Reactants: O=C(c1ccco1)N1CCC2(CC1)NC(Cc1ccccc1)C(=O)N2Cc1ccccc1, C[Si](C)(C)Cl, CCC(C)=O, O. Yields the product O=C(c1ccco1)N1CCC2(CC1)NC(Cc1ccccc1)C(=O)N2Cc1ccccc1, Cl. Reaction SMILES: [CH2:1]([c:2]1[cH:3][cH:4][cH:5][cH:6][cH:7]1)[N:8]1[C:9](=[O:32])[CH:10]([CH2:25][c:26]2[cH:27][cH:28][cH:29][cH:30][cH:31]2)[NH:11][C:12]12[CH2:13][CH2:14][N:15]([C:18](=[O:19])[c:20]1[o:21][cH:22][cH:23][cH:24]1)[CH2:16][CH2:17]2.[CH3:34][Si:35]([CH3:36])([CH3:37])[Cl:38].[CH3:39][C:40]([CH2:41][CH3:42])=[O:43].[OH2:33]>>[CH2:1]([c:2]1[cH:3][cH:4][cH:5][cH:6][cH:7]1)[N:8]1[C:9](=[O:32])[CH:10]([CH2:25][c:26]2[cH:27][cH:28][cH:29][cH:30][cH:31]2)[NH:11][C:12]12[CH2:13][CH2:14][N:15]([C:18](=[O:19])[c:20]1[o:21][cH:22][cH:23][cH:24]1)[CH2:16][CH2:17]2.[ClH:38]. Starting materials: CCO, CCC(C)N, Cc1nc2ncnn2c(Cl)c1CCCl, [Na+], [Na+], O=C([O-])[O-]. The product is CCC(C)N1CCc2c(C)nc3ncnn3c21. Reaction SMILES: [CH3:26][CH2:27][OH:28].[CH:15]([CH3:16])([CH2:17][CH3:18])[NH2:19].[Cl:1][c:2]1[c:3]([CH2:12][CH2:13][Cl:14])[c:4]([CH3:11])[n:5][c:6]2[n:7]1[n:8][cH:9][n:10]2.[Na+:20].[Na+:21].[O-:22][C:23](=[O:24])[O-:25]>>[c:2]12[c:3]([c:4]([CH3:11])[n:5][c:6]3[n:7]1[n:8][cH:9][n:10]3)[CH2:12][CH2:13][N:19]2[CH:15]([CH3:16])[CH2:17][CH3:18].